The task is: describe an organic reaction: reactants, conditions, products, and yield. This data is from the Open Reaction Database (ORD), a public repository of structured organic reaction records. Solvent: C=1(C(=CC=CC1)C)C (xylene). As a reaction SMILES: [OH-].[OH:2][C:3]1[N+:7]2[CH2:8][CH2:9][C:10]3[CH:14]=[CH:13][S:12][C:11]=3[C:6]=2S[C:4]=1[C:15]1[CH:20]=[CH:19][CH:18]=[CH:17][CH:16]=1.[C:21]1(S(C=C)=O)C=CC=C[CH:22]=1>C1(C)C(C)=CC=CC=1>[C:15]1([C:4]2[C:3](=[O:2])[N:7]3[C:6](=[CH:21][CH:22]=2)[C:11]2[S:12][CH:13]=[CH:14][C:10]=2[CH2:9][CH2:8]3)[CH:20]=[CH:19][CH:18]=[CH:17][CH:16]=1 |f:0.1|. Starting materials: C1(=CC=CC=C1)S(=O)C=C (phenylvinyl sulfoxide), [OH-].OC1=C(SC2=[N+]1CCC1=C2SC=C1)C1=CC=CC=C1 (5,6-dihydro-3-hydroxy-2-phenylthiazolo[3,2-a]thieno[2,3-c]pyridinium hydroxide). Product: C1(=CC=CC=C1)C=1C(N2CCC3=C(C2=CC1)SC=C3)=O (4,5-dihydro-8-phenyl-7H-thieno[2,3-a]quinolizin-7-one). Procedure: 2.85 g of 5,6-dihydro-3-hydroxy-2-phenylthiazolo[3,2-a]thieno[2,3-c]pyridinium hydroxide (internal salt) was heated under reflux overnight in 100 ml of xylene together with 1.45 ml of phenylvinyl sulfoxide, whereupon the reaction mixture was evaporated in vacuo and the residue obtained was chromatographed on silica gel with toluene/ethyl acetate (9:1). There was obtained 4,5-dihydro-8-phenyl-7H-thieno[2,3-a]quinolizin-7-one of m.p. 133°-134° (from ethyl acetate).